Dataset: the Open Reaction Database (ORD), a public repository of structured organic reaction records. Task: describe an organic reaction: reactants, conditions, products, and yield Solvent: C(C)(=O)OCC (ethyl acetate). Run at time 4 hour. Isolated yield 80.0%. Reported procedure: A 15 mL round bottom flask was charged with (+)-(4aR)-(10bR)-8-(4-cyanophenyl)-10b-methyl-1,2,3,4,4a,-5,6,10b-octahydrobenzo[f]quinolin-3-one (24 mg, 0.08 mmol), 0.20 mL of t-butanol, and potassium t-butoxide (26 mg, 0.24 mmol). Methyl iodide (0.014 mL, 0.24 mmol) was added and the mixture was stirred at room temperature for 4 h. The mixture was diluted with ethyl acetate, and purified by silica gel chromatography (ethyl acetate eluent) to give 20 mg (80%) of the title compound as a white solid.... Reaction SMILES: [C:1]([C:3]1[CH:8]=[CH:7][C:6]([C:9]2[CH:24]=[CH:23][C:12]3[C@:13]4([CH3:22])[C@@H:18]([CH2:19][CH2:20][C:11]=3[CH:10]=2)[NH:17][C:16](=[O:21])[CH2:15][CH2:14]4)=[CH:5][CH:4]=1)#[N:2].[C:25](O)(C)(C)C.CC(C)([O-])C.[K+].CI>C(OCC)(=O)C>[CH3:25][N:17]1[C@H:18]2[C@@:13]([CH3:22])([C:12]3[CH:23]=[CH:24][C:9]([C:6]4[CH:5]=[CH:4][C:3]([C:1]#[N:2])=[CH:8][CH:7]=4)=[CH:10][C:11]=3[CH2:20][CH2:19]2)[CH2:14][CH2:15][C:16]1=[O:21] |f:2.3|. Product: CN1C(CC[C@@]2(C3=C(CC[C@@H]12)C=C(C=C3)C3=CC=C(C=C3)C#N)C)=O ((+)-(4aR)-(10bR)-4-methyl-8-(4-cyanophenyl)-10b-methyl-1,2,3,4,4a,5,6,10b-octahydrobenzo[f]quinolin-3-one). Starting materials: C(#N)C1=CC=C(C=C1)C1=CC2=C([C@]3(CCC(N[C@@H]3CC2)=O)C)C=C1 ((+)-(4aR)-(10bR)-8-(4-cyanophenyl)-10b-methyl-1,2,3,4,4a,-5,6,10b-octahydrobenzo[f]quinolin-3-one), C(C)(C)(C)O (t-butanol), CC(C)([O-])C.[K+] (potassium t-butoxide), CI (Methyl iodide).